From a dataset of the Open Reaction Database (ORD), a public repository of structured organic reaction records. describe an organic reaction: reactants, conditions, products, and yield Reactants: Cc1ccccc1, CSc1nc(Cl)c(C(O)c2ccccc2Cl)c(Cl)n1. The product is CSc1nc(Cl)c(C(=O)c2ccccc2Cl)c(Cl)n1. As a reaction SMILES: [CH3:20][c:21]1[cH:22][cH:23][cH:24][cH:25][cH:26]1.[Cl:1][c:2]1[c:3]([CH:8]([OH:9])[c:10]2[c:11]([Cl:19])[n:12][c:13]([S:17][CH3:18])[n:14][c:15]2[Cl:16])[cH:4][cH:5][cH:6][cH:7]1>>[Cl:1][c:2]1[c:3]([C:8](=[O:9])[c:10]2[c:11]([Cl:19])[n:12][c:13]([S:17][CH3:18])[n:14][c:15]2[Cl:16])[cH:4][cH:5][cH:6][cH:7]1. Reactants: ClC=1C(=CC2=C(NC(=N2)C(=O)NC(C(F)(F)F)C2=CC(=CC=C2)C(F)(F)F)C1)C(=O)NC1CC1 (6-Chloro-N5-cyclopropyl-N2-{2,2,2-trifluoro-1-[3-(trifluoromethyl)phenyl]ethyl}-1H-benzimidazole-2,5-dicarboxamide), ICC (iodoethane), O (Water), [H-].[Na+] (Sodium hydride). Solvent: CN(C=O)C (N,N-dimethylformamide), C(C)(=O)OCC (ethyl acetate). Product: ClC1=CC2=C(N(C(=N2)C(=O)NC(C(F)(F)F)C2=CC(=CC=C2)C(F)(F)F)CC)C=C1C(=O)NC1CC1 (5-chloro-N6-cyclopropyl-1-ethyl-N2-{2,2,2-trifluoro-1-[3-(trifluoromethyl)phenyl]ethyl}-1H-benzimidazole-2,6-dicarboxamide), ClC=1C(=CC2=C(N(C(=N2)C(=O)NC(C(F)(F)F)C2=CC(=CC=C2)C(F)(F)F)CC)C1)C(=O)NC1CC1 (6-chloro-N5-cyclopropyl-1-ethyl-N2-{2,2,2-trifluoro-1-[3-(trifluoromethyl)phenyl]ethyl}-1H-benzimidazole-2,5-dicarboxamide). Yield: 18.0%. RXN SMILES: [Cl:1][C:2]1[C:3]([C:29]([NH:31][CH:32]2[CH2:34][CH2:33]2)=[O:30])=[CH:4][C:5]2[N:9]=[C:8]([C:10]([NH:12][CH:13]([C:18]3[CH:23]=[CH:22][CH:21]=[C:20]([C:24]([F:27])([F:26])[F:25])[CH:19]=3)[C:14]([F:17])([F:16])[F:15])=[O:11])[NH:7][C:6]=2[CH:28]=1.[H-].[Na+].I[CH2:38][CH3:39].O>CN(C)C=O.C(OCC)(=O)C>[Cl:1][C:2]1[C:3]([C:29]([NH:31][CH:32]2[CH2:34][CH2:33]2)=[O:30])=[CH:4][C:5]2[N:9]([CH2:38][CH3:39])[C:8]([C:10]([NH:12][CH:13]([C:18]3[CH:23]=[CH:22][CH:21]=[C:20]([C:24]([F:25])([F:27])[F:26])[CH:19]=3)[C:14]([F:15])([F:16])[F:17])=[O:11])=[N:7][C:6]=2[CH:28]=1.[Cl:1][C:2]1[C:3]([C:29]([NH:31][CH:32]2[CH2:34][CH2:33]2)=[O:30])=[CH:4][C:5]2[N:9]=[C:8]([C:10]([NH:12][CH:13]([C:18]3[CH:23]=[CH:22][CH:21]=[C:20]([C:24]([F:25])([F:27])[F:26])[CH:19]=3)[C:14]([F:15])([F:16])[F:17])=[O:11])[N:7]([CH2:38][CH3:39])[C:6]=2[CH:28]=1 |f:1.2|. Reported procedure: 6-Chloro-N5-cyclopropyl-N2-{2,2,2-trifluoro-1-[3-(trifluoromethyl)phenyl]ethyl}-1H-benzimidazole-2,5-dicarboxamide (0.1 g, 0.22 mmol) was dissolved under argon at 0° C. in N,N-dimethylformamide (2 ml). Sodium hydride (60%; 0.0082 g, 0.22 mmol) was added and the mixture was stirred while cooling with ice for 1 h. Subsequently, iodoethane (0.034 g, 0.22 mmol) was added dropwise. The reaction mixture was thawed while stirring within 16 h. Water and ethyl acetate were added and the phases were separ... The reactants are N,O-trimethylsilylacetamide, NC1=NC(=NC=C1F)O (4-amino-5-fluoro-pyrimidin-2-ol), FC=1C=C(C(=O)Cl)C=C(C1)F (3,5-difluorobenzoyl chloride). Run in C(C)#N (acetonitrile). Conditions: temperature 70 celsius, time 12 hour. Yields the product NC1=NC(N(C=C1F)C(C1=CC(=CC(=C1)F)F)=O)=O (4-amino-1-(3,5-difluorobenzoyl)-5-fluoro-1H-pyrimidin-2-one). Yield: 60.0%. As a reaction SMILES: [NH2:1][C:2]1[C:7]([F:8])=[CH:6][N:5]=[C:4]([OH:9])[N:3]=1.[F:10][C:11]1[CH:12]=[C:13]([CH:17]=[C:18]([F:20])[CH:19]=1)[C:14](Cl)=[O:15]>C(#N)C>[NH2:1][C:2]1[C:7]([F:8])=[CH:6][N:5]([C:14](=[O:15])[C:13]2[CH:12]=[C:11]([F:10])[CH:19]=[C:18]([F:20])[CH:17]=2)[C:4](=[O:9])[N:3]=1. Procedure: To an 8 mL screw-cap vial containing 4-amino-5-fluoro-pyrimidin-2-ol* (100 mg, 0.775 mmol) and acetonitrile (CH3CN; 3 mL) was added bis-N,O-trimethylsilylacetamide (BSA; 378 microliters (μL), 1.55 mmol). The mixture was heated to 70° C. for 1 h resulting in a clear solution. After cooling to room temperature, 3,5-difluorobenzoyl chloride (182 μL, 1.55 mmol) was added, and the mixture was stirred at room temperature for 12 h. A white precipitate formed and was collected by vacuum filtration. The ... The reactants are COC([C@H](CC1=C(C=C(C=C1)OCC=1N=C(OC1C)C1=CC=CC=C1)F)OCC)=O ((S)-2-ethoxy-3-[2-fluoro-4-(5-methyl-2-phenyl-oxazol-4-ylmethoxy)-phenyl]-propionic acid methyl ester), [Li+].[OH-] (LiOH). Yields the product C(C)O[C@H](C(=O)O)CC1=C(C=C(C=C1)OCC=1N=C(OC1C)C1=CC=CC=C1)F ((S)-2-ethoxy-3-[2-fluoro-4-(5-methyl-2-phenyl-oxazol-4-ylmethoxy)-phenyl]-propionic acid). Reaction SMILES: C[O:2][C:3](=[O:30])[C@@H:4]([O:27][CH2:28][CH3:29])[CH2:5][C:6]1[CH:11]=[CH:10][C:9]([O:12][CH2:13][C:14]2[N:15]=[C:16]([C:20]3[CH:25]=[CH:24][CH:23]=[CH:22][CH:21]=3)[O:17][C:18]=2[CH3:19])=[CH:8][C:7]=1[F:26].[Li+].[OH-]>>[CH2:28]([O:27][C@@H:4]([CH2:5][C:6]1[CH:11]=[CH:10][C:9]([O:12][CH2:13][C:14]2[N:15]=[C:16]([C:20]3[CH:21]=[CH:22][CH:23]=[CH:24][CH:25]=3)[O:17][C:18]=2[CH3:19])=[CH:8][C:7]=1[F:26])[C:3]([OH:30])=[O:2])[CH3:29] |f:1.2|. Procedure: In analogy to the procedure described in example 1 g], (S)-2-ethoxy-3-[2-fluoro-4-(5-methyl-2-phenyl-oxazol-4-ylmethoxy)-phenyl]-propionic acid methyl ester was treated with LiOH to obtain (S)-2-ethoxy-3-[2-fluoro-4-(5-methyl-2-phenyl-oxazol-4-ylmethoxy)-phenyl]-propionic acid as colorless solid. Reactants: S(=O)(=O)([O-])[O-].[Mg+2] (Magnesium sulfate), [H-].[Li+].[Al+3].[H-].[H-].[H-] (Aluminum lithium hydride), O (Water), CC(CC(C)C)C1=C(N)C=CC(=C1)C(C(F)(F)F)(F)F (2-(1,3-dimethylbutyl)-4-pentafluoroethylaniline). Run in O1CCCC1 (tetrahydrofuran). Run at time 10 minute. Product: CC(CC(C)C)C1=C(N)C=CC(=C1)CC(F)(F)F (2-(1,3-dimethylbutyl)-4-(2,2,2-trifluoroethyl)aniline). Isolated yield 30.4%. Reaction SMILES: [H-].[Li+].[Al+3].[H-].[H-].[H-].[CH3:7][CH:8]([C:13]1[CH:19]=[C:18]([C:20](F)(F)[C:21]([F:24])([F:23])[F:22])[CH:17]=[CH:16][C:14]=1[NH2:15])[CH2:9][CH:10]([CH3:12])[CH3:11].O.S([O-])([O-])(=O)=O.[Mg+2]>O1CCCC1>[CH3:7][CH:8]([C:13]1[CH:19]=[C:18]([CH2:20][C:21]([F:22])([F:24])[F:23])[CH:17]=[CH:16][C:14]=1[NH2:15])[CH2:9][CH:10]([CH3:11])[CH3:12] |f:0.1.2.3.4.5,8.9|. Procedure details: Aluminum lithium hydride (1.62 g, 4.26 mmol) was dissolved in tetrahydrofuran (20 ml), followed by adding dropwise thereto 2-(1,3-dimethylbutyl)-4-pentafluoroethylaniline (974 mg, 3.3 mmol), and the resulting mixture was stirred at reflux temperature for 3 hours. Water was added to the reaction mixture in small portions under ice-cooling, followed by stirring for 10 minutes. Magnesium sulfate was added thereto and then stirred for 10 minutes. The reaction mixture was filtered through Celite and ...